Dataset: the Open Reaction Database (ORD), a public repository of structured organic reaction records. Task: describe an organic reaction: reactants, conditions, products, and yield The reactants are C[Si](C=1C=C(C=NC1)C1N(CCC1)C)(C)C (5-(trimethylsilyl)-3-(1-methyl-2-pyrrolidinyl)pyridine), C(\C=C\C(=O)O)(=O)O (fumaric acid), amine. Run in CO (methanol). The product is C(\C=C\C(=O)O)(=O)O.C[Si](C=1C=C(C=NC1)C1N(CCC1)C)(C)C (5-trimethylsilyl-3-(1-methyl-2-pyrrolidinyl)pyridine fumarate). Yield: 51.0%. Reaction SMILES: [CH3:1][Si:2]([CH3:16])([CH3:15])[C:3]1[CH:4]=[C:5]([CH:9]2[CH2:13][CH2:12][CH2:11][N:10]2[CH3:14])[CH:6]=[N:7][CH:8]=1.[C:17]([OH:24])(=[O:23])/[CH:18]=[CH:19]/[C:20]([OH:22])=[O:21]>CO>[C:17]([OH:24])(=[O:23])/[CH:18]=[CH:19]/[C:20]([OH:22])=[O:21].[CH3:1][Si:2]([CH3:15])([CH3:16])[C:3]1[CH:4]=[C:5]([CH:9]2[CH2:13][CH2:12][CH2:11][N:10]2[CH3:14])[CH:6]=[N:7][CH:8]=1 |f:3.4|. Procedure: The above-described pyridine derivative was converted into invention compound of Formula I by the addition of one equivalent of fumaric acid to a methanol (5 mL) solution of the free amine at 25° C. After 30 minutes the solvent was removed in vacuo and the residue pumped under high vacuum. Trituration with diethyl ether followed by recrystallization from ethyl acetate afforded 5-trimethylsilyl-3-(1-methyl-2-pyrrolidinyl)pyridine fumarate, (51%). M.p. 161°-162° C. (EtOAc); 1H NMR (D2O, 300 MHz): ...